From a dataset of the Open Reaction Database (ORD), a public repository of structured organic reaction records. describe an organic reaction: reactants, conditions, products, and yield Reactants: C(=O)=O (dry ice), Cl (hydrochloric acid), FC1=C(C(=CC(=C1F)F)F)C1=CC=CC=C1 (2,3,4,6-tetrafluoro-[1,1'-biphenyl]), solution, C(CCC)[Li] (n-butyl lithium), resultant mixture. The solvent is C(C)OCC (diethyl ether), CCCCCC (hexane). Conditions: time 4 hour. Product: FC1=C(C(=C(C(=C1C(=O)O)F)F)F)C1=CC=CC=C1 (2,4,5,6 -tetrafluoro-[1,1'-biphenyl]-3-carboxylic acid). RXN SMILES: [F:1][C:2]1[C:7]([F:8])=[C:6]([F:9])[CH:5]=[C:4]([F:10])[C:3]=1[C:11]1[CH:16]=[CH:15][CH:14]=[CH:13][CH:12]=1.C([Li])CCC.[C:22](=[O:24])=[O:23].Cl>C(OCC)C.CCCCCC>[F:10][C:4]1[C:5]([C:22]([OH:24])=[O:23])=[C:6]([F:9])[C:7]([F:8])=[C:2]([F:1])[C:3]=1[C:11]1[CH:16]=[CH:15][CH:14]=[CH:13][CH:12]=1. Procedure details: Under a dry argon atmosphere, a stirred solution of 2,3,4,6-tetrafluoro-[1,1'-biphenyl] (23.0 g, 0.102 mole) in 400 ml of diethyl ether was cooled to -65°. During a 11/4 hour period 63.4 ml of a 1.6M solution of n-butyl lithium in hexane was added to the reaction mixture, which was then stirred at -65° for 23/4 hours. During a one hour period, freshly crushed dry ice (750 g) was added to the mixture. The stirred reaction mixture was then allowed to warm to room temperature. The mixture was coole... Starting materials: C1=CN(C=N1)C(=O)N2C=CN=C2 (N,N-carbonyldiimidazole), compound III, COC=1C=C(CN)C=C(C1OC)OC (3,4,5-trimethoxybenzyl amine), NC1=CC=C(C(=O)O)C=C1 (p-aminobenzoic acid). Solvent: [OH-].[Na+] (sodium hydroxide). Yields the product COC=1C=C(CNC(NCC2=CC=C(C(=O)O)C=C2)=O)C=C(C1OC)OC (4-[(3,4,5-trimethoxybenzylureido)methyl]benzoic acid). Isolated yield 94.6%. Reaction SMILES: [CH:1]1N=C[N:3]([C:6]([N:8]2C=N[CH:10]=[CH:9]2)=[O:7])[CH:2]=1.[CH3:13][O:14][C:15]1[CH:16]=C([CH:20]=[C:21]([O:25][CH3:26])[C:22]=1[O:23][CH3:24])CN.NC1[CH:36]=[CH:35][C:31]([C:32]([OH:34])=[O:33])=[CH:30][CH:29]=1>[OH-].[Na+]>[CH3:26][O:25][C:21]1[CH:20]=[C:10]([CH:16]=[C:15]([O:14][CH3:13])[C:22]=1[O:23][CH3:24])[CH2:9][NH:8][C:6](=[O:7])[NH:3][CH2:2][C:1]1[CH:36]=[CH:35][C:31]([C:32]([OH:34])=[O:33])=[CH:30][CH:29]=1 |f:3.4|. Procedure: N,N-carbonyldiimidazole (1.62 g, 10 mmol), 3,4,5-trimethoxybenzyl amine (1.97 g, 10 mmol), p-aminobenzoic acid (1.52 g, 10 mmol), and 10 ml of 1 mol/L sodium hydroxide are used according to the method for the production of compound III in Method two to obtain 3.54 g of 4-[(3,4,5-trimethoxybenzylureido)methyl]benzoic acid (intermediate M-35) as a white solid, with a yield of 94.6%.